describe an organic reaction: reactants, conditions, products, and yield From a dataset of the Open Reaction Database (ORD), a public repository of structured organic reaction records. Reactants: C1CCOC1, OB(O)C1CC1, COC(=O)c1ccc(-c2ccc(OC)c(-c3ccc(Cl)nc3CN3C(=O)OC(c4cc(C(F)(F)F)cc(C(F)(F)F)c4)C3C)c2)c(C)c1, [K+], [K+], O=C([O-])[O-]. Product: COC(=O)c1ccc(-c2ccc(OC)c(-c3ccc(C4CC4)nc3CN3C(=O)OC(c4cc(C(F)(F)F)cc(C(F)(F)F)c4)C3C)c2)c(C)c1. As a reaction SMILES: [CH2:61]1[O:62][CH2:63][CH2:64][CH2:65]1.[CH:49]1([B:52]([OH:53])[OH:54])[CH2:50][CH2:51]1.[F:1][C:2]([c:3]1[cH:4][c:5]([CH:13]2[CH:14]([CH3:46])[N:15]([CH2:19][c:20]3[n:21][c:22]([Cl:45])[cH:23][cH:24][c:25]3-[c:26]3[cH:27][c:28](-[c:34]4[c:35]([CH3:44])[cH:36][c:37]([C:40](=[O:41])[O:42][CH3:43])[cH:38][cH:39]4)[cH:29][cH:30][c:31]3[O:32][CH3:33])[C:16](=[O:18])[O:17]2)[cH:6][c:7]([C:9]([F:10])([F:11])[F:12])[cH:8]1)([F:47])[F:48].[K+:55].[K+:56].[O-:57][C:58]([O-:59])=[O:60]>>[F:1][C:2]([c:3]1[cH:4][c:5]([CH:13]2[CH:14]([CH3:46])[N:15]([CH2:19][c:20]3[n:21][c:22]([CH:49]4[CH2:50][CH2:51]4)[cH:23][cH:24][c:25]3-[c:26]3[cH:27][c:28](-[c:34]4[c:35]([CH3:44])[cH:36][c:37]([C:40](=[O:41])[O:42][CH3:43])[cH:38][cH:39]4)[cH:29][cH:30][c:31]3[O:32][CH3:33])[C:16](=[O:18])[O:17]2)[cH:6][c:7]([C:9]([F:10])([F:11])[F:12])[cH:8]1)([F:47])[F:48]. The reactants are O=C(O)Cc1ccc(F)cc1, O=C=O, C1CCOC1, c1ccc(C23CNCC2C3)cc1. Yields the product O=C(Cc1ccc(F)cc1)N1CC2CC2(c2ccccc2)C1. As a reaction SMILES: [F:1][c:2]1[cH:3][cH:4][c:5]([CH2:8][C:9](=[O:10])[OH:11])[cH:6][cH:7]1.[O:12]=[C:13]=[O:14].[O:27]1[CH2:28][CH2:29][CH2:30][CH2:31]1.[c:15]1([C:21]23[CH2:22][NH:23][CH2:24][CH:25]2[CH2:26]3)[cH:16][cH:17][cH:18][cH:19][cH:20]1>>[F:1][c:2]1[cH:3][cH:4][c:5]([CH2:8][C:9](=[O:11])[N:23]2[CH2:22][C:21]3([c:15]4[cH:16][cH:17][cH:18][cH:19][cH:20]4)[CH:25]([CH2:24]2)[CH2:26]3)[cH:6][cH:7]1. Starting materials: C(C)[C@@H](C1=CC=CC=C1)NC(=O)C1=C(C(=NC2=CC=CC=C12)C1=CC=CC=C1)OCCNC(\C=C\C(=O)OC)=O ((S,E)-N-(a-ethylbenzyl)-3-[2-(3-methoxycarbonylpropenoyl)aminoethoxy]-2-phenylquinoline-4-carboxamide), C(C)[C@@H](C1=CC=CC=C1)NC(=O)C1=C(C(=NC2=CC=CC=C12)C1=CC=CC=C1)OCCNC(\C=C\C(=O)OC)=O ((S,E)-N-(a-ethylbenzyl)-3-[2-(3-methoxycarbonylpropenoyl)aminoethoxy]-2-phenylquinoline-4-carboxamide), O1CCOCC1 (1,4-dioxane). The solvent is [OH-].[Na+] (NaOH). The product is C(C)[C@@H](C1=CC=CC=C1)NC(=O)C1=C(C(=NC2=CC=CC=C12)C1=CC=CC=C1)OCCNC(\C=C\C(=O)O)=O ((S,E)-N-(a-ethylbenzyl)-3-[2-(3-carboxypropenoyl)aminoethoxy]-2-phenylquinoline-4-carboxamide). Isolated yield 39.6%. As a reaction SMILES: [CH2:1]([C@H:3]([NH:10][C:11]([C:13]1[C:22]2[C:17](=[CH:18][CH:19]=[CH:20][CH:21]=2)[N:16]=[C:15]([C:23]2[CH:28]=[CH:27][CH:26]=[CH:25][CH:24]=2)[C:14]=1[O:29][CH2:30][CH2:31][NH:32][C:33](=[O:40])/[CH:34]=[CH:35]/[C:36]([O:38]C)=[O:37])=[O:12])[C:4]1[CH:9]=[CH:8][CH:7]=[CH:6][CH:5]=1)[CH3:2].O1CCOCC1>[OH-].[Na+]>[CH2:1]([C@H:3]([NH:10][C:11]([C:13]1[C:22]2[C:17](=[CH:18][CH:19]=[CH:20][CH:21]=2)[N:16]=[C:15]([C:23]2[CH:24]=[CH:25][CH:26]=[CH:27][CH:28]=2)[C:14]=1[O:29][CH2:30][CH2:31][NH:32][C:33](=[O:40])/[CH:34]=[CH:35]/[C:36]([OH:38])=[O:37])=[O:12])[C:4]1[CH:9]=[CH:8][CH:7]=[CH:6][CH:5]=1)[CH3:2] |f:2.3|. Procedure: 0.2 g (0.4 mmol) of (S,E)-N-(a-ethylbenzyl)-3-[2-(3-methoxycarbonylpropenoyl) aminoethoxy]-2-phenylquinoline-4-carboxamide (compound of Example 18) were dissolved in 25 ml of 10% NaOH and 5 ml of 1,4-dioxane and warmed to 60° C. for 15 minutes. After cooling, the reaction mixture was extracted with CH2Cl2 and washed with 10% citric acid and sat. sol. NaCl. The organic layer was dried over Na2SO4, evaporated in vacuo to dryness and triturated with i-Pr2O to yield 83 mg of the title compound.